From a dataset of the Open Reaction Database (ORD), a public repository of structured organic reaction records. describe an organic reaction: reactants, conditions, products, and yield Starting materials: O=C1N(C(C2=CC=CC=C12)=O)CCN1C(C(=C(C2=NC=C(C=C12)CC1=CC=C(C=C1)F)O)C(=O)OCC)=O (ethyl 1-[2-(1,3-dioxo-1,3-dihydro-2H-isoindol-2-yl)ethyl]-7-[(4-fluorophenyl)methyl]-4-hydroxy-2-oxo-1,2-dihydro-1,5-naphthyridine-3-carboxylate), N1(C=NC=C1)CCCN (3-(1H-imidazol-1-yl)-1-propanamine), amine. Run in CCO (EtOH). The product is O=C1N(C(C2=CC=CC=C12)=O)CCN1C(C(=C(C2=NC=C(C=C12)CC1=CC=C(C=C1)F)O)C(=O)NCCCN1C=NC=C1)=O (1-[2-(1,3-dioxo-1,3-dihydro-2H-isoindol-2-yl)ethyl]-7-[(4-fluorophenyl)methyl]-4-hydroxy-N-[3-(1H-imidazol-1-yl)propyl]-2-oxo-1,2-dihydro-1,5-naphthyridine-3-carboxamide). As a reaction SMILES: [O:1]=[C:2]1[C:10]2[C:5](=[CH:6][CH:7]=[CH:8][CH:9]=2)[C:4](=[O:11])[N:3]1[CH2:12][CH2:13][N:14]1[C:23]2[C:18](=[N:19][CH:20]=[C:21]([CH2:24][C:25]3[CH:30]=[CH:29][C:28]([F:31])=[CH:27][CH:26]=3)[CH:22]=2)[C:17]([OH:32])=[C:16]([C:33](OCC)=[O:34])[C:15]1=[O:38].[N:39]1([CH2:44][CH2:45][CH2:46][NH2:47])[CH:43]=[CH:42][N:41]=[CH:40]1>CCO>[O:11]=[C:4]1[C:5]2[C:10](=[CH:9][CH:8]=[CH:7][CH:6]=2)[C:2](=[O:1])[N:3]1[CH2:12][CH2:13][N:14]1[C:23]2[C:18](=[N:19][CH:20]=[C:21]([CH2:24][C:25]3[CH:26]=[CH:27][C:28]([F:31])=[CH:29][CH:30]=3)[CH:22]=2)[C:17]([OH:32])=[C:16]([C:33]([NH:47][CH2:46][CH2:45][CH2:44][N:39]2[CH:43]=[CH:42][N:41]=[CH:40]2)=[O:34])[C:15]1=[O:38]. Procedure: A solution of ethyl 1-[2-(1,3-dioxo-1,3-dihydro-2H-isoindol-2-yl)ethyl]-7-[(4-fluorophenyl)methyl]-4-hydroxy-2-oxo-1,2-dihydro-1,5-naphthyridine-3-carboxylate (0.025 g, 0.049 mmol) in EtOH (1 mL) under nitrogen was treated with 3-(1H-imidazol-1-yl)-1-propanamine (0.0072 mL, 0.061 mmol) for 30 min.@150° C. The reaction was further microwaved for 30 min.@150° C. after the addition of an additional equivalent (0.0072 mL) of the amine, cooled to ambient temperature, and the resulting suspension was ... Reaction SMILES: [CH3:45][CH2:46][OH:47].[ClH:43].[Na+:42].[O:36]1[CH2:37][CH2:38][CH2:39][CH2:40]1.[OH-:41].[OH2:44].[c:1]1(-[c:7]2[o:8][c:9]([CH2:33][CH2:34][CH3:35])[c:10]([CH2:12][O:13][c:14]3[cH:15][cH:16][c:17]([CH2:18][O:19][c:20]4[c:21]([CH2:26][C:27](=[O:28])[O:29][CH3:30])[cH:22][cH:23][cH:24][cH:25]4)[cH:31][cH:32]3)[n:11]2)[cH:2][cH:3][cH:4][cH:5][cH:6]1>>[c:1]1(-[c:7]2[o:8][c:9]([CH2:33][CH2:34][CH3:35])[c:10]([CH2:12][O:13][c:14]3[cH:15][cH:16][c:17]([CH2:18][O:19][c:20]4[c:21]([CH2:26][C:27](=[O:28])[OH:29])[cH:22][cH:23][cH:24][cH:25]4)[cH:31][cH:32]3)[n:11]2)[cH:2][cH:3][cH:4][cH:5][cH:6]1. Reactants: CCO, Cl, [Na+], C1CCOC1, [OH-], O, CCCc1oc(-c2ccccc2)nc1COc1ccc(COc2ccccc2CC(=O)OC)cc1. Yields the product CCCc1oc(-c2ccccc2)nc1COc1ccc(COc2ccccc2CC(=O)O)cc1.